This data is from the Open Reaction Database (ORD), a public repository of structured organic reaction records. The task is: describe an organic reaction: reactants, conditions, products, and yield The reactants are [OH-].[K+] (potassium hydroxide), CC(CC(C)=O)C (4-methyl-2-pentanone), C(C(=O)O)(=O)O.C(C(=O)O)(=O)O.CNC1(CCNCC1)C1=CC=CC=C1 (4-methylamino-4-phenylpiperidine dioxalate). The solvent is O (water). Yields the product CNC1(CCNCC1)C1=CC=CC=C1 (4-Methylamino-4-phenylpiperidine). Reaction SMILES: [OH-].[K+].CC(C)CC(=O)C.C(O)(=O)C(O)=O.C(O)(=O)C(O)=O.[CH3:22][NH:23][C:24]1([C:30]2[CH:35]=[CH:34][CH:33]=[CH:32][CH:31]=2)[CH2:29][CH2:28][NH:27][CH2:26][CH2:25]1>O>[CH3:22][NH:23][C:24]1([C:30]2[CH:35]=[CH:34][CH:33]=[CH:32][CH:31]=2)[CH2:25][CH2:26][NH:27][CH2:28][CH2:29]1 |f:0.1,3.4.5|. Reported procedure: 6.3 g of potassium hydroxide and 15 ml of 4-methyl-2-pentanone are added at 20° C. to a solution of 7.5 g of 4-methylamino-4-phenylpiperidine dioxalate in 30 ml of water. The mixture is stirred, the phases are separated by settling and the aqueous phase is discarded. The organic phase is concentrated to dryness and the oily residue is taken up in 15 ml of toluene. The toluene solution is dried over magnesium sulfate. The minerals are filtered off and the precipitate is rinsed with 5 ml of toluen... The reactants are COc1cc(F)c(C(N)=O)c(F)c1, CN(C)C=O, O=S(Cl)Cl. Product: COc1cc(F)c(C#N)c(F)c1. RXN SMILES: [F:5][c:6]1[c:7]([C:8](=[O:9])[NH2:10])[c:11]([F:17])[cH:12][c:13]([O:15][CH3:16])[cH:14]1.[O:18]=[CH:19][N:20]([CH3:21])[CH3:22].[S:1]([Cl:2])([Cl:3])=[O:4]>>[F:5][c:6]1[c:7]([C:8]#[N:10])[c:11]([F:17])[cH:12][c:13]([O:15][CH3:16])[cH:14]1. Reactants: [Al+3], C1CCOC1, O=C(O)c1cccnc1Cl, [H-], [H-], [H-], [H-], [Li+], [Na+], [OH-]. Product: OCc1cccnc1Cl. Reaction SMILES: [Al+3:2].[CH2:19]1[O:20][CH2:21][CH2:22][CH2:23]1.[Cl:7][c:8]1[c:9]([C:10](=[O:11])[OH:12])[cH:13][cH:14][cH:15][n:16]1.[H-:1].[H-:4].[H-:5].[H-:6].[Li+:3].[Na+:18].[OH-:17]>>[Cl:7][c:8]1[c:9]([CH2:10][OH:11])[cH:13][cH:14][cH:15][n:16]1. Yields the product N#Cc1ccc(-c2ccc3cc(CCl)ccc3c2)cc1. Reaction SMILES: [CH2:21]1[O:22][CH2:23][CH2:24][CH2:25]1.[O:30]1[CH2:31][CH2:32][O:33][CH2:34][CH2:35]1.[OH:1][CH2:2][c:3]1[cH:4][c:5]2[cH:6][cH:7][c:8](-[c:13]3[cH:14][cH:15][c:16]([C:17]#[N:18])[cH:19][cH:20]3)[cH:9][c:10]2[cH:11][cH:12]1.[S:26]([Cl:27])([Cl:28])=[O:29]>>[CH2:2]([c:3]1[cH:4][c:5]2[cH:6][cH:7][c:8](-[c:13]3[cH:14][cH:15][c:16]([C:17]#[N:18])[cH:19][cH:20]3)[cH:9][c:10]2[cH:11][cH:12]1)[Cl:28]. Starting materials: C1CCOC1, C1COCCO1, N#Cc1ccc(-c2ccc3cc(CO)ccc3c2)cc1, O=S(Cl)Cl. Reactants: Cc1ccc(S(=O)(=O)OCC2COC(C)(C)O2)cc1, CCN(C(C)C)C(C)C, NC1CCC(Nc2cc(-c3nc(NCC4CCOCC4)ccc3Cl)c(Cl)cn2)CC1, CN(C)C=O, O. Product: CC1(C)OCC(CNC2CCC(Nc3cc(-c4nc(NCC5CCOCC5)ccc4Cl)c(Cl)cn3)CC2)O1. RXN SMILES: [CH3:40][c:41]1[cH:42][cH:43][c:44]([S:45]([O:46][CH2:51][CH:52]2[O:53][C:54]([CH3:57])([CH3:58])[O:55][CH2:56]2)(=[O:47])=[O:48])[cH:49][cH:50]1.[CH:31]([N:32]([CH2:33][CH3:34])[CH:35]([CH3:36])[CH3:37])([CH3:38])[CH3:39].[NH2:1][CH:2]1[CH2:3][CH2:4][CH:5]([NH:8][c:9]2[n:10][cH:11][c:12]([Cl:30])[c:13](-[c:15]3[n:16][c:17]([NH:22][CH2:23][CH:24]4[CH2:25][CH2:26][O:27][CH2:28][CH2:29]4)[cH:18][cH:19][c:20]3[Cl:21])[cH:14]2)[CH2:6][CH2:7]1.[O:59]=[CH:60][N:61]([CH3:62])[CH3:63].[OH2:64]>>[NH:1]([CH:2]1[CH2:3][CH2:4][CH:5]([NH:8][c:9]2[n:10][cH:11][c:12]([Cl:30])[c:13](-[c:15]3[n:16][c:17]([NH:22][CH2:23][CH:24]4[CH2:25][CH2:26][O:27][CH2:28][CH2:29]4)[cH:18][cH:19][c:20]3[Cl:21])[cH:14]2)[CH2:6][CH2:7]1)[CH2:51][CH:52]1[O:53][C:54]([CH3:57])([CH3:58])[O:55][CH2:56]1. The reactants are N1N=CN=C1 (1,2,4-triazole), C([O-])([O-])=O.[Cs+].[Cs+] (cesium carbonate), [I-].[K+] (potassium iodide), BrCC1=CC=C(C#N)C=C1 (4-bromomethyl benzonitrile). Run in CC(=O)C (Acetone), ClCCl (dichloromethane). Reaction conditions: temperature 55 celsius, time 30 minute. Yields the product N1(N=CN=C1)CC1=CC=C(C#N)C=C1 (4-[1-(1,2,4-triazole-1-yl)methyl]benzonitrile). The yield is 80.9%. RXN SMILES: [NH:1]1[CH:5]=[N:4][CH:3]=[N:2]1.C(=O)([O-])[O-].[Cs+].[Cs+].[I-].[K+].Br[CH2:15][C:16]1[CH:23]=[CH:22][C:19]([C:20]#[N:21])=[CH:18][CH:17]=1>ClCCl.CC(C)=O>[N:1]1([CH2:15][C:16]2[CH:23]=[CH:22][C:19]([C:20]#[N:21])=[CH:18][CH:17]=2)[CH:5]=[N:4][CH:3]=[N:2]1 |f:1.2.3,4.5|. Procedure details: Acetone (1500 ml), 1,2,4-triazole (200 gm; 2.895 mol. eq), cesium carbonate (142 gm; 0.436 mol. eq) and potassium iodide (9 gm) was heated to reflux (55° C.) for 4 hours. The reaction mixture was cooled to room temperature. To this, a solution of 4-bromomethyl benzonitrile (100 gm; 0.510 mol. eq) in dichloromethane (450 ml) was added over a period of 2 hours. The reaction mixture was refluxed for 3 hours. After the completion of reaction, the mass was cooled to 25° C. and the insolubles filtered...